This data is from the Open Reaction Database (ORD), a public repository of structured organic reaction records. The task is: describe an organic reaction: reactants, conditions, products, and yield As a reaction SMILES: [CH2:1]([NH:13][C:14](=[O:24])[CH2:15][CH2:16][N:17]1[CH2:22][CH2:21][N:20]([CH3:23])[CH2:19][CH2:18]1)[CH2:2][CH2:3][CH2:4][CH2:5][CH2:6][CH2:7][CH2:8][CH2:9][CH2:10][CH2:11][CH3:12].[Br:25][CH2:26][CH2:27][CH2:28][CH2:29][CH2:30][CH3:31].C(O)(C)C.C(Cl)(Cl)Cl.CO>CO>[Br-:25].[CH2:1]([NH:13][C:14](=[O:24])[CH2:15][CH2:16][N:17]1[CH2:22][CH2:21][N+:20]([CH2:26][CH2:27][CH2:28][CH2:29][CH2:30][CH3:31])([CH3:23])[CH2:19][CH2:18]1)[CH2:2][CH2:3][CH2:4][CH2:5][CH2:6][CH2:7][CH2:8][CH2:9][CH2:10][CH2:11][CH3:12] |f:3.4,6.7|. Reaction conditions: temperature 40 celsius. Run in CO (methanol). Product: [Br-].C(CCCCCCCCCCC)NC(CCN1CC[N+](CC1)(C)CCCCCC)=O (4-(3-(dodecylamino)-3-oxopropyl)-1-hexyl-1-methylpiperazin-1-ium bromide). Reactants: C(CCCCCCCCCCC)NC(CCN1CCN(CC1)C)=O (N-dodecyl-3-(4-methylpiperazin-1-yl)propanamide), BrCCCCCC (1-bromohexane), C(C)(C)O (isopropyl alcohol), active solids, C(Cl)(Cl)Cl.CO (CHCl3 MeOH). Procedure: N-dodecyl-3-(4-methylpiperazin-1-yl)propanamide 30.0 g (0.088 moles), 1-bromohexane 14.6 g (0.088 moles), and 11.2 g of isopropyl alcohol are charged into a 3-neck 250-mL round bottom flask equipped with a thermocouple, and reflux condenser. The mixture is agitated using a magnetic stirring bar and heated to reflux overnight. Then, the reaction mass is cooled down to about 40° C. and diluted to 40% active solids with 56 g of methanol. Evidence of the chemical transformation is observed by TLC an...